describe an organic reaction: reactants, conditions, products, and yield From a dataset of the Open Reaction Database (ORD), a public repository of structured organic reaction records. Starting materials: C(C1=CC=CC=C1)C=1C=NC2=C(C=CC=C2C1C=1C=C(C=CC1)CO)C(F)(F)F ([3-(3-benzyl-8-trifluoromethyl-quinolin-4-yl)-phenyl]-methanol), COC(C#CC1=CC=C(C=C1)CO)=O ((4-hydroxymethyl-phenyl)-propynoic acid methyl ester). Product: C(C1=CC=CC=C1)C=1C=NC2=C(C=CC=C2C1C=1C=C(COC2=CC=C(C=C2)C#CC(=O)O)C=CC1)C(F)(F)F (3-[4-({3-[3-BENZYL-8-(TRIFLUOROMETHYL)QUINOLIN-4-YL]BENZYL}OXY)PHENYL]PROP-2-YNOIC ACID). RXN SMILES: [CH2:1]([C:8]1[CH:9]=[N:10][C:11]2[C:16]([C:17]=1[C:18]1[CH:19]=[C:20]([CH2:24][OH:25])[CH:21]=[CH:22][CH:23]=1)=[CH:15][CH:14]=[CH:13][C:12]=2[C:26]([F:29])([F:28])[F:27])[C:2]1[CH:7]=[CH:6][CH:5]=[CH:4][CH:3]=1.C[O:31][C:32](=[O:43])[C:33]#[C:34][C:35]1[CH:40]=[CH:39][C:38](CO)=[CH:37][CH:36]=1>>[CH2:1]([C:8]1[CH:9]=[N:10][C:11]2[C:16]([C:17]=1[C:18]1[CH:19]=[C:20]([CH:21]=[CH:22][CH:23]=1)[CH2:24][O:25][C:38]1[CH:39]=[CH:40][C:35]([C:34]#[C:33][C:32]([OH:43])=[O:31])=[CH:36][CH:37]=1)=[CH:15][CH:14]=[CH:13][C:12]=2[C:26]([F:29])([F:27])[F:28])[C:2]1[CH:7]=[CH:6][CH:5]=[CH:4][CH:3]=1. Procedure: The title compound was prepared from [3-(3-benzyl-8-trifluoromethyl-quinolin-4-yl)-phenyl]-methanol and (4-hydroxymethyl-phenyl)-propynoic acid methyl ester according to the procedure of Example 69. MS (ESI) m/z 538. Product: CCOC(C)OC(C)(C)C(F)(F)CCC(C)C1CCC2C3CC=C4CC(OC5CCCCO5)CC(OC5CCCCO5)C4(C)C3CCC12C. RXN SMILES: [CH2:51]([SnH:52]([CH2:53][CH2:54][CH2:55][CH3:56])[CH2:57][CH2:58][CH2:59][CH3:60])[CH2:61][CH2:62][CH3:63].[O:1]1[CH:2]([O:7][CH:8]2[CH2:9][CH:10]([O:44][CH:45]3[O:46][CH2:47][CH2:48][CH2:49][CH2:50]3)[CH2:11][C:12]3=[CH:13][CH2:14][CH:15]4[CH:16]5[CH2:17][CH2:18][CH:19]([CH:20]([CH2:21][CH2:22][C:23]([C:24]([CH3:25])([CH3:26])[O:27][CH:28]([CH3:29])[O:30][CH2:31][CH3:32])([F:33])[F:34])[CH2:35][I:36])[C:37]5([CH3:43])[CH2:38][CH2:39][CH:40]4[C:41]23[CH3:42])[CH2:3][CH2:4][CH2:5][CH2:6]1.[O:64]1[CH2:65][CH2:66][CH2:67][CH2:68]1>>[O:1]1[CH:2]([O:7][CH:8]2[CH2:9][CH:10]([O:44][CH:45]3[O:46][CH2:47][CH2:48][CH2:49][CH2:50]3)[CH2:11][C:12]3=[CH:13][CH2:14][CH:15]4[CH:16]5[CH2:17][CH2:18][CH:19]([CH:20]([CH2:21][CH2:22][C:23]([C:24]([CH3:25])([CH3:26])[O:27][CH:28]([CH3:29])[O:30][CH2:31][CH3:32])([F:33])[F:34])[CH3:35])[C:37]5([CH3:43])[CH2:38][CH2:39][CH:40]4[C:41]23[CH3:42])[CH2:3][CH2:4][CH2:5][CH2:6]1. Starting materials: CCCC[SnH](CCCC)CCCC, CCOC(C)OC(C)(C)C(F)(F)CCC(CI)C1CCC2C3CC=C4CC(OC5CCCCO5)CC(OC5CCCCO5)C4(C)C3CCC12C, C1CCOC1. Reactants: ClC1=CC=C(C=CC(=O)O)C=C1 (p-chlorocinnamic acid), S(=O)(Cl)Cl (thionyl chloride). Solvent: C1=CC=CC=C1 (benzene). Product: ClC1=CC=C(C=CC(=O)Cl)C=C1 (p-chlorocinnamoyl chloride). RXN SMILES: [Cl:1][C:2]1[CH:12]=[CH:11][C:5]([CH:6]=[CH:7][C:8](O)=[O:9])=[CH:4][CH:3]=1.S(Cl)([Cl:15])=O>C1C=CC=CC=1>[Cl:1][C:2]1[CH:12]=[CH:11][C:5]([CH:6]=[CH:7][C:8]([Cl:15])=[O:9])=[CH:4][CH:3]=1. Procedure: 100 ml of benzene was added to 18.3 grams of p-chlorocinnamic acid. 12 ml of thionyl chloride was added dropwise slowly thereto at ambient temperature. The temperature was elevated to 80° C. and the heating was continued until foaming ceased. Benzene and thionyl chloride were distilled off and the residue was dried thoroughly under reduced pressure. Yields the product CN1Cc2c(C(N)=O)ncn2-c2ccccc2C1=O. As a reaction SMILES: [CH3:1][N:2]1[CH2:3][c:4]2[n:5]([cH:14][n:15][c:16]2[C:17]([O:19][CH2:18][CH3:20])=[O:21])-[c:6]2[c:7]([cH:10][cH:11][cH:12][cH:13]2)[C:8]1=[O:9].[CH3:25][OH:26].[Cl-:22].[NH3:24].[NH4+:23]>>[CH3:1][N:2]1[CH2:3][c:4]2[n:5]([cH:14][n:15][c:16]2[C:17](=[O:19])[NH2:23])-[c:6]2[c:7]([cH:10][cH:11][cH:12][cH:13]2)[C:8]1=[O:9]. Reactants: CCOC(=O)c1ncn2c1CN(C)C(=O)c1ccccc1-2, CO, [Cl-], N, [NH4+]. Starting materials: C(#N)C=1C=NN(C1C=O)C1=NN(C(=C1Cl)S(=O)(=O)C)C (4-cyano-5-formyl-1-(4-chloro-1-methyl-5-methylsulfonyl-3-pyrazolyl)pyrazole), OCCCO (1,3-dihydroxypropane), C1(=CC=C(C=C1)S(=O)(=O)O)C (p-toluenesulfonic acid), O (water). Run in C1(=CC=CC=C1)C (toluene). Yields the product C(#N)C=1C=NN(C1C(OCC)OCC)C1=NN(C(=C1)SC)C (4-Cyano-5diethoxymethyl-1-(1-methyl-5-methylthio-3-pyrazolyl)-pyrazole). Reaction SMILES: [C:1]([C:3]1[CH:4]=[N:5][N:6]([C:10]2[C:14](Cl)=[C:13]([S:16]([CH3:19])(=O)=O)[N:12]([CH3:20])[N:11]=2)[C:7]=1[CH:8]=[O:9])#[N:2].[OH:21][CH2:22][CH2:23]CO.[C:26]1(C)C=CC(S(O)(=O)=O)=C[CH:27]=1.O>C1(C)C=CC=CC=1>[C:1]([C:3]1[CH:4]=[N:5][N:6]([C:10]2[CH:14]=[C:13]([S:16][CH3:19])[N:12]([CH3:20])[N:11]=2)[C:7]=1[CH:8]([O:21][CH2:22][CH3:23])[O:9][CH2:26][CH3:27])#[N:2]. Procedure: 1.0 g (3.2 mmol) of 4-cyano-5-formyl-1-(4-chloro-1-methyl-5-methylsulfonyl-3-pyrazolyl)pyrazole, 0.35 g (4.6 mmol) of 1,3-dihydroxypropane and 10 mg of p-toluenesulfonic acid in 40 ml of toluene are heated on a water separator for 3 hours. Work-up as in Example 1.3 gives the title compound in the form of colorless crystals. The reactants are O=C([O-])[O-], COC(=O)c1cc(S(C)(=O)=O)ccc1O, CC(C)=O, O=S(=O)(OCC(F)(F)C(F)(F)F)C(F)(F)F, [K+], [K+]. Yields the product COC(=O)c1cc(S(C)(=O)=O)ccc1OCC(F)(F)C(F)(F)F. Reaction SMILES: [C:32](=[O:33])([O-:34])[O-:35].[CH3:1][S:2](=[O:3])(=[O:4])[c:5]1[cH:6][cH:7][c:8]([OH:15])[c:9]([C:10](=[O:11])[O:12][CH3:13])[cH:14]1.[CH3:38][C:39](=[O:40])[CH3:41].[F:16][C:17]([CH2:18][O:19][S:20]([C:21]([F:22])([F:23])[F:24])(=[O:25])=[O:26])([C:27]([F:28])([F:29])[F:30])[F:31].[K+:36].[K+:37]>>[CH3:1][S:2](=[O:3])(=[O:4])[c:5]1[cH:6][cH:7][c:8]([O:15][CH2:18][C:17]([F:16])([C:27]([F:28])([F:29])[F:30])[F:31])[c:9]([C:10](=[O:11])[O:12][CH3:13])[cH:14]1. Starting materials: C(C)(C)(C)OC(NC1=C(C=CC(=C1)NC(=O)C=1NC(=NC1C1=CC=C(C=C1)F)C(F)(F)F)C)=O ((5-{[5-(4-Fluoro-phenyl)-2-trifluoromethyl-3H-imidazole-4-carbonyl]-amino}-2-methyl-phenyl)-carbamic acid tert-butyl ester), C=1C=CC2=C(C1)C(=O)NC=N2 (quinazolinone), ClC=1C=C2C(N(C=NC2=CC1)C)=O (6-Chloro-3-methylquinazolin-4(3H)-one), C[O-].[Na+] (NaOMe). Reagents/catalysts: C=1C=CC(=CC1)/C=C/C(=O)/C=C/C2=CC=CC=C2.C=1C=CC(=CC1)/C=C/C(=O)/C=C/C2=CC=CC=C2.C=1C=CC(=CC1)/C=C/C(=O)/C=C/C2=CC=CC=C2.[Pd].[Pd] (Pd2(dba)3). Solvent: C1(=CC=CC=C1)C (toluene), CCOC(=O)C (EtOAc). Yields the product CC1=C(C=C(C=C1)NC(OC(C)(C)C)=O)NC=1C=C2C(N(C=NC2=CC1)C)=O (Tert-butyl 4-methyl-3-(3-methyl-4-oxo-3,4-dihydroquinazolin-6-ylamino)phenylcarbamate). The yield is 83.0%. RXN SMILES: [C:1]([O:5][C:6](=[O:34])[NH:7][C:8]1[CH:13]=[C:12]([NH:14][C:15]([C:17]2NC(C(F)(F)F)=N[C:21]=2[C:22]2[CH:27]=[CH:26]C(F)=CC=2)=O)[CH:11]=[CH:10][C:9]=1C)([CH3:4])([CH3:3])[CH3:2].ClC1C=C2C(=CC=1)[N:42]=[CH:41][N:40]([CH3:46])[C:39]2=[O:47].C[O-].[Na+].[CH:51]1C=CC2N=CNC(=O)C=2C=1>C1C=CC(/C=C/C(/C=C/C2C=CC=CC=2)=O)=CC=1.C1C=CC(/C=C/C(/C=C/C2C=CC=CC=2)=O)=CC=1.C1C=CC(/C=C/C(/C=C/C2C=CC=CC=2)=O)=CC=1.[Pd].[Pd].CCOC(C)=O.C1(C)C=CC=CC=1>[CH3:51][C:11]1[CH:10]=[CH:9][C:8]([NH:7][C:6](=[O:34])[O:5][C:1]([CH3:2])([CH3:3])[CH3:4])=[CH:13][C:12]=1[NH:14][C:15]1[CH:17]=[C:21]2[C:22](=[CH:27][CH:26]=1)[N:42]=[CH:41][N:40]([CH3:46])[C:39]2=[O:47] |f:2.3,5.6.7.8.9|. Reported procedure: To refluxing toluene (50 mL) in a 150 mL round bottom flask was added 2-methyl-5-t-butylcarbamate aniline 23 (3 g, 13.50 mmol, 1.2 eq), -chloro-3-methyl-4-oxoquinazoline 28 (2.19 g, 11.25 mmol, 1 eq), NaOMe (1.51 g, 15.75 mmol, 1.4 eq), and 2-diphenylbistbutylphosphine (168 mg, 5 mol %, 0.561 mmol), and Pd2(dba)3 (309 mg, 3 mol %, 0.336 mmol). This mixture was refluxed for 8 hours when it was observed there was complete amination of quinazolinone starting material. The reaction mixture was coole...